From a dataset of the Open Reaction Database (ORD), a public repository of structured organic reaction records. describe an organic reaction: reactants, conditions, products, and yield Starting materials: Clc1ccnc2c1cnn2Cc1ccccc1, CC(=O)O, CN(C)C=O, [N-]=[N+]=[N-], [Na+], O. Product: [N-]=[N+]=Nc1ccnc2c1cnn2Cc1ccccc1. RXN SMILES: [CH2:5]([c:6]1[cH:7][cH:8][cH:9][cH:10][cH:11]1)[n:12]1[n:13][cH:14][c:15]2[c:16]1[n:17][cH:18][cH:19][c:20]2[Cl:21].[CH3:23][C:24](=[O:25])[OH:26].[CH3:27][N:28]([CH3:29])[CH:30]=[O:31].[N-:2]=[N+:3]=[N-:4].[Na+:1].[OH2:22]>>[N:2](=[N+:3]=[N-:4])[c:20]1[c:15]2[cH:14][n:13][n:12]([CH2:5][c:6]3[cH:7][cH:8][cH:9][cH:10][cH:11]3)[c:16]2[n:17][cH:18][cH:19]1. The reactants are Nc1nccc2[nH]c(Sc3cc4c(cc3Br)OCO4)nc12, CC(=O)OC(C)C(=O)N1CCC(CCOS(=O)(=O)c2ccc(C)cc2)CC1. Yields the product CC(=O)OC(C)C(=O)N1CCC(CCn2c(Sc3cc4c(cc3Br)OCO4)nc3c(N)nccc32)CC1. RXN SMILES: [Br:1][c:2]1[c:3]([S:11][c:12]2[nH:13][c:14]3[c:15]([c:16]([NH2:20])[n:17][cH:18][cH:19]3)[n:21]2)[cH:4][c:5]2[c:6]([cH:10]1)[O:7][CH2:8][O:9]2.[C:22]([CH3:23])(=[O:24])[O:25][CH:26]([C:27](=[O:28])[N:29]1[CH2:30][CH2:31][CH:32]([CH2:35][CH2:36][O:37][S:38]([c:39]2[cH:40][cH:41][c:42]([CH3:43])[cH:44][cH:45]2)(=[O:46])=[O:47])[CH2:33][CH2:34]1)[CH3:48]>>[Br:1][c:2]1[c:3]([S:11][c:12]2[n:13]([CH2:36][CH2:35][CH:32]3[CH2:31][CH2:30][N:29]([C:27]([CH:26]([O:25][C:22]([CH3:23])=[O:24])[CH3:48])=[O:28])[CH2:34][CH2:33]3)[c:14]3[c:15]([c:16]([NH2:20])[n:17][cH:18][cH:19]3)[n:21]2)[cH:4][c:5]2[c:6]([cH:10]1)[O:7][CH2:8][O:9]2. The reactants are BrC(C(CC(=O)O)(C)C)CC(Cl)(Cl)Cl (4-Bromo-3,3-dimethyl-6,6,6-trichlorohexanoic acid), [Na] (sodium). The solvent is C(C)O (ethyl alcohol). Product: ClC(=CC1C(CC(O1)=O)(C)C)Cl (5(2,2-Dichlorovinyl)-4,4-dimethyl-2-oxotetrahydrofuran). As a reaction SMILES: Br[CH:2]([CH2:10][C:11]([Cl:14])(Cl)[Cl:12])[C:3]([CH3:9])([CH3:8])[CH2:4][C:5]([OH:7])=[O:6].[Na]>C(O)C>[Cl:12][C:11]([Cl:14])=[CH:10][CH:2]1[O:6][C:5](=[O:7])[CH2:4][C:3]1([CH3:9])[CH3:8] |^1:14|. Procedure: 4-Bromo-3,3-dimethyl-6,6,6-trichlorohexanoic acid (0.8 g.) was added to a stirred solution of sodium (0.2 g.) in dry ethyl alcohol (25 ml.) at the ambient temperature, and the mixture refluxed for 1 hour, during which time a white precipitate was formed. The ethyl alcohol was removed by evaporation under reduced pressure and residual material partitioned between chloroform (10 ml.) and water (25 ml.). The aqueous phase was separated, acidified with concentrated hydrochloric acid to pH 1, and ext... Reactants: NC=1SC=C(N1)/C(/C(=O)O)=N/OC(C1=CC=CC=C1)(C1=CC=CC=C1)C1=CC=CC=C1 ((Z)-2-(2-aminothiazol-4-yl)-2-(triphenylmethoxyimino)acetic acid), ClN1C(CCC1=O)=O (N-chlorosuccinimide), O (water). The solvent is CN(C)C=O (DMF). Product: NC=1SC(=C(N1)/C(/C(=O)O)=N/OC(C1=CC=CC=C1)(C1=CC=CC=C1)C1=CC=CC=C1)Cl ((Z)-2-(2-amino-5-chlorothiazol-4-yl)-2-(triphenylmethoxyimino)acetic acid). Yield: 70.9%. Reaction SMILES: [NH2:1][C:2]1[S:3][CH:4]=[C:5](/[C:7](=[N:11]/[O:12][C:13]([C:26]2[CH:31]=[CH:30][CH:29]=[CH:28][CH:27]=2)([C:20]2[CH:25]=[CH:24][CH:23]=[CH:22][CH:21]=2)[C:14]2[CH:19]=[CH:18][CH:17]=[CH:16][CH:15]=2)/[C:8]([OH:10])=[O:9])[N:6]=1.[Cl:32]N1C(=O)CCC1=O.O>CN(C=O)C>[NH2:1][C:2]1[S:3][C:4]([Cl:32])=[C:5](/[C:7](=[N:11]/[O:12][C:13]([C:14]2[CH:19]=[CH:18][CH:17]=[CH:16][CH:15]=2)([C:26]2[CH:31]=[CH:30][CH:29]=[CH:28][CH:27]=2)[C:20]2[CH:21]=[CH:22][CH:23]=[CH:24][CH:25]=2)/[C:8]([OH:10])=[O:9])[N:6]=1. Reported procedure: To a solution of (Z)-2-(2-aminothiazol-4-yl)-2-(triphenylmethoxyimino)acetic acid (5.81 g, 13.47 mmol) in DMF (30 mL) at room temperature (lmL) was added N-chlorosuccinimide (1.80 g, 13.47 mmol). After overnight reaction the reaction mixture was poured into water (about 500 mL) and the resulting precipitate was filtered, washed with water and then with ethyl acetate and dried in vacuum to afford 4.43 g (71%) of the title compound. 13C NMR (CDCl3) δ 108.5, 125.6, 126.2, 126.6, 12.3, 134.7, 141.8,...